From a dataset of the Open Reaction Database (ORD), a public repository of structured organic reaction records. describe an organic reaction: reactants, conditions, products, and yield Starting materials: C(OC)(OC)=O (dimethyl carbonate), Cl (hydrochloric acid), C(C)OC1=C(C=C(C=C1)C1=CC(=C(C=C1)OCCCC)F)F (4-ethoxy-3,3′-difluoro-4′-butoxybiphenyl), solution, C(CCC)[Li] (n-butyllithium). Solvent: O1CCCC1 (tetrahydrofuran), CCCCCC (hexane). Conditions: temperature -70 celsius, time 2 hour. Yields the product C1(C=CC=C2C3=CC=CC=C3C=C12)=O (Fluorenone). RXN SMILES: C(O[C:4]1[CH:9]=[CH:8][C:7]([C:10]2[CH:15]=[CH:14][C:13](OCCCC)=[C:12](F)[CH:11]=2)=[CH:6][C:5]=1F)C.C([Li])CCC.[C:28](=[O:33])(OC)OC.Cl>CCCCCC.O1CCCC1>[C:28]1(=[O:33])[C:6]2[C:7]([C:10]3[C:11]([CH:5]=2)=[CH:12][CH:13]=[CH:14][CH:15]=3)=[CH:8][CH:9]=[CH:4]1. Reported procedure: 60 mmol of 4-ethoxy-3,3′-difluoro-4′-butoxybiphenyl (5) are introduced into 200 ml of tetrahydrofuran, and the mixture is cooled to −70° C. 120 mmol of a 1.6 M solution of n-butyllithium in hexane are added dropwise, and the mixture is stirred at this temperature for 2 hours. 60 mmol of dimethyl carbonate are subsequently added rapidly with vigorous stirring, the mixture is stirred at −70° C. for a further hour, allowed to warm to 0° C., hydrolysed with dilute hydrochloric acid and subjected to ... Starting materials: C1CCNCC1, CC(=O)CC(N)=O, O=Cc1cccc(Cl)c1, Cc1ccc(S(=O)(=O)O)cc1, c1ccccc1. As a reaction SMILES: [CH2:17]1[CH2:18][CH2:19][NH:20][CH2:21][CH2:22]1.[CH3:1][C:2](=[O:3])[CH2:4][C:5]([NH2:6])=[O:7].[Cl:8][c:9]1[cH:10][c:11]([CH:12]=[O:13])[cH:14][cH:15][cH:16]1.[c:23]1([CH3:24])[cH:25][cH:26][c:27]([S:28]([OH:29])(=[O:30])=[O:31])[cH:32][cH:33]1.[cH:34]1[cH:35][cH:36][cH:37][cH:38][cH:39]1>>[CH3:1][C:2](=[O:3])[C:4]([C:5]([NH2:6])=[O:7])=[CH:12][c:11]1[cH:10][c:9]([Cl:8])[cH:16][cH:15][cH:14]1. Product: CC(=O)C(=Cc1cccc(Cl)c1)C(N)=O. Starting materials: COC1=CC(=C(C=C1)NCCC(=O)O)[N+](=O)[O-] (3-(4-methoxy-2-nitrophenylamino)propionic acid), O=P12OP3(=O)OP(=O)(O1)OP(=O)(O2)O3 (phosphorus pentoxide). Run in C1(=CC=CC=C1)C (toluene). Yields the product COC=1C=C2C(CCNC2=C(C1)[N+](=O)[O-])=O (2,3-dihydro-6-methoxy-8-nitro-4(1H)-quinolinone). Yield: 43.2%. Reaction SMILES: [CH3:1][O:2][C:3]1[CH:8]=[CH:7][C:6]([NH:9][CH2:10][CH2:11][C:12]([OH:14])=O)=[C:5]([N+:15]([O-:17])=[O:16])[CH:4]=1.O=P12OP3(OP(OP(O3)(O1)=O)(=O)O2)=O>C1(C)C=CC=CC=1>[CH3:1][O:2][C:3]1[CH:8]=[C:7]2[C:6](=[C:5]([N+:15]([O-:17])=[O:16])[CH:4]=1)[NH:9][CH2:10][CH2:11][C:12]2=[O:14]. Procedure: Starting from 3-(4-methoxy-2-nitrophenylamino)propionic acid (50.0 g), phosphorus pentoxide (80.0 g) and toluene (350 ml), 2,3-dihydro-6-methoxy-8-nitro-4(1H)-quinolinone (yield 20.0 g) was obtained in a manner similar to Step 1 of Example 1. The reactants are CCO, NN, CC(C)Cn1c(CON2C(=O)c3ccccc3C2=O)nc2c(N)nc3ccccc3c21, O. Product: CC(C)Cn1c(CON)nc2c(N)nc3ccccc3c21. As a reaction SMILES: [CH3:35][CH2:36][OH:37].[NH2:2][NH2:3].[NH2:4][c:5]1[n:6][c:7]2[cH:8][cH:9][cH:10][cH:11][c:12]2[c:13]2[c:14]1[n:15][c:16]([CH2:22][O:23][N:24]1[C:25](=[O:26])[c:27]3[c:28]([cH:29][cH:30][cH:31][cH:32]3)[C:33]1=[O:34])[n:17]2[CH2:18][CH:19]([CH3:20])[CH3:21].[OH2:1]>>[NH2:4][c:5]1[n:6][c:7]2[cH:8][cH:9][cH:10][cH:11][c:12]2[c:13]2[c:14]1[n:15][c:16]([CH2:22][O:23][NH2:24])[n:17]2[CH2:18][CH:19]([CH3:20])[CH3:21].